Task: describe an organic reaction: reactants, conditions, products, and yield. Dataset: the Open Reaction Database (ORD), a public repository of structured organic reaction records Starting materials: OC1(CCC(CC1)N1CC(C1)NC(=O)CNC(C1=CC(=CC=C1)C(F)(F)F)=O)C1=CN=C(S1)S(=O)(=O)C (N-({1-[4-Hydroxy-4-(2-methanesulfonyl-thiazol-5-yl)-cyclohexyl]-azetidin-3-ylcarbamoyl}-methyl)-3-trifluoromethyl-benzamide), 47a, CNC (dimethylamine). The solvent is CN(C)C=O (DMF). Product: CN(C=1SC(=CN1)C1(CCC(CC1)N1CC(C1)NC(=O)CNC(C1=CC(=CC=C1)C(F)(F)F)=O)O)C (N-({1-[4-(2-Dimethylamino-thiazol-5-yl)-4-hydroxy-cyclohexyl]-azetidin-3-ylcarbamoyl}-methyl)-3-trifluoromethyl-benzamide). As a reaction SMILES: [OH:1][C:2]1([C:29]2[S:33][C:32](S(C)(=O)=O)=[N:31][CH:30]=2)[CH2:7][CH2:6][CH:5]([N:8]2[CH2:11][CH:10]([NH:12][C:13]([CH2:15][NH:16][C:17](=[O:28])[C:18]3[CH:23]=[CH:22][CH:21]=[C:20]([C:24]([F:27])([F:26])[F:25])[CH:19]=3)=[O:14])[CH2:9]2)[CH2:4][CH2:3]1.[CH3:38][NH:39][CH3:40]>CN(C=O)C>[CH3:38][N:39]([CH3:40])[C:32]1[S:33][C:29]([C:2]2([OH:1])[CH2:3][CH2:4][CH:5]([N:8]3[CH2:9][CH:10]([NH:12][C:13]([CH2:15][NH:16][C:17](=[O:28])[C:18]4[CH:23]=[CH:22][CH:21]=[C:20]([C:24]([F:26])([F:27])[F:25])[CH:19]=4)=[O:14])[CH2:11]3)[CH2:6][CH2:7]2)=[CH:30][N:31]=1. Procedure details: A solution of N-({1-[4-Hydroxy-4-(2-methanesulfonyl-thiazol-5-yl)-cyclohexyl]-azetidin-3-ylcarbamoyl}-methyl)-3-trifluoromethyl-benzamide (less polar isomer, 47a, 100 mg, 0.18 mmol) and dimethylamine (Aldrich, 40% in water, 2 mL) in DMF (1 mL) was heated to 120° C. in a sealed tube overnight. The crude solution was directly purified by a CombiFlash® system using ethyl acetate and 7N NH3 in MeOH as eluent (from pure ethyl acetate to 5% 7N NH3 in MeOH in ethyl acetate) to afford the title compound...